From a dataset of the Open Reaction Database (ORD), a public repository of structured organic reaction records. describe an organic reaction: reactants, conditions, products, and yield The reactants are CCOC(C)=O, COc1c([N+](=O)[O-])ccc(Cl)c1C(F)(F)F, O, O, Cl[Sn](Cl)(Cl)Cl. Yields the product COc1c(N)ccc(Cl)c1C(F)(F)F. As a reaction SMILES: [CH3:24][CH2:25][O:26][C:27]([CH3:28])=[O:29].[Cl:1][c:2]1[c:3]([C:13]([F:14])([F:15])[F:16])[c:4]([O:11][CH3:12])[c:5]([N+:8]([O-:9])=[O:10])[cH:6][cH:7]1.[OH2:17].[OH2:18].[Sn:19]([Cl:20])([Cl:21])([Cl:22])[Cl:23]>>[Cl:1][c:2]1[c:3]([C:13]([F:14])([F:15])[F:16])[c:4]([O:11][CH3:12])[c:5]([NH2:8])[cH:6][cH:7]1. Reactants: C(CC)N1C2=C(NC(C3=C1N=CC=C3)=O)C=CC(=N2)OS(=O)(=O)C(F)(F)F (5,11-dihydro-11-n-propyl-2-trifluoromethanesulfonyloxy-6H-dipyrido[3,2-b:2',3'-e][1,4]diazepin-6-one), C(CCC)[Sn](C=1C=NNC1)(CCCC)CCCC (4-(tributylstannyl)pyrazole). Yields the product C(CC)N1C2=C(NC(C3=C1N=CC=C3)=O)C=CC(=N2)C=2C=NNC2 (5,11-Dihydro-11-n-propyl-2-(4-pyrazolyl)-6H-dipyrido[3,2-b:2',3'-e][1,4]diazepin-6-one). As a reaction SMILES: [CH2:1]([N:4]1[C:10]2[N:11]=[CH:12][CH:13]=[CH:14][C:9]=2[C:8](=[O:15])[NH:7][C:6]2[CH:16]=[CH:17][C:18](OS(C(F)(F)F)(=O)=O)=[N:19][C:5]1=2)[CH2:2][CH3:3].C([Sn](CCCC)(CCCC)[C:33]1[CH:34]=[N:35][NH:36][CH:37]=1)CCC>>[CH2:1]([N:4]1[C:10]2[N:11]=[CH:12][CH:13]=[CH:14][C:9]=2[C:8](=[O:15])[NH:7][C:6]2[CH:16]=[CH:17][C:18]([C:33]3[CH:34]=[N:35][NH:36][CH:37]=3)=[N:19][C:5]1=2)[CH2:2][CH3:3]. Procedure: The title compound (mp 291°-292° C.) was prepared from 5,11-dihydro-11-n-propyl-2-trifluoromethanesulfonyloxy-6H-dipyrido[3,2-b:2',3'-e][1,4]diazepin-6-one and 4-(tributylstannyl)pyrazole in a manner analogous to that described in Example 1. Starting materials: COCCCC1CCNCC1 (4-(3-Methoxy-propyl)-piperidine), BrCC#N (bromoacetonitrile). Yields the product COCCCC1CCN(CC1)CC#N ([4-(3-Methoxy-propyl)-piperidin-1-yl]-acetonitrile). RXN SMILES: [CH3:1][O:2][CH2:3][CH2:4][CH2:5][CH:6]1[CH2:11][CH2:10][NH:9][CH2:8][CH2:7]1.Br[CH2:13][C:14]#[N:15]>>[CH3:1][O:2][CH2:3][CH2:4][CH2:5][CH:6]1[CH2:11][CH2:10][N:9]([CH2:13][C:14]#[N:15])[CH2:8][CH2:7]1. Procedure: The title compound is synthesized by coupling of 4-(3-Methoxy-propyl)-piperidine (commercially available from ChemBridge Corporation) and bromoacetonitrile analogously to the preparation of Intermediate 149.2 as a colorless oil; ES-MS: M+=197.2; 1HNMR(DMSO-d6) 3.65 (s, 2H), 3.30 (t, 2H), 3.00 (s, 3H), 2.75-2.70 (m, 2H), 2.10-2.00 (m, 2H), 1.65-1.40 (m, 4H), 1.20-1.00 (m, 5H). Reactants: COC1=CC=CC2=C1C(=CO2)COC2=C1C=C(NC1=CC=C2)C(=O)O (4-(4-methoxy-benzofuran-3-ylmethoxy)-1H-indole-2-carboxylic acid), Cl.Cl.Cl.NC1CCN(CC1)C[C@H](C)N1CCC(CC1)O (1-[(S)-2-(4-Amino-piperidin-1-yl)-1-methyl-ethyl]-piperidin-4-ol trihydrochloride). The product is OC1CCN(CC1)[C@H](CN1CCC(CC1)NC(=O)C=1NC2=CC=CC(=C2C1)OCC1=COC2=C1C(=CC=C2)OC)C (4-(4-Methoxy-benzofuran-3-ylmethoxy)-1H-indole-2-carboxylic acid {1-[(S)-2-(4-hydroxy-piperidin-1-yl)-propyl]-piperidin-4-yl}-amide). Reaction SMILES: [CH3:1][O:2][C:3]1[C:8]2[C:9]([CH2:12][O:13][C:14]3[CH:22]=[CH:21][CH:20]=[C:19]4[C:15]=3[CH:16]=[C:17]([C:23](O)=[O:24])[NH:18]4)=[CH:10][O:11][C:7]=2[CH:6]=[CH:5][CH:4]=1.Cl.Cl.Cl.[NH2:29][CH:30]1[CH2:35][CH2:34][N:33]([CH2:36][C@@H:37]([N:39]2[CH2:44][CH2:43][CH:42]([OH:45])[CH2:41][CH2:40]2)[CH3:38])[CH2:32][CH2:31]1>>[OH:45][CH:42]1[CH2:41][CH2:40][N:39]([C@@H:37]([CH3:38])[CH2:36][N:33]2[CH2:32][CH2:31][CH:30]([NH:29][C:23]([C:17]3[NH:18][C:19]4[C:15]([CH:16]=3)=[C:14]([O:13][CH2:12][C:9]3[C:8]5[C:3]([O:2][CH3:1])=[CH:4][CH:5]=[CH:6][C:7]=5[O:11][CH:10]=3)[CH:22]=[CH:21][CH:20]=4)=[O:24])[CH2:35][CH2:34]2)[CH2:44][CH2:43]1 |f:1.2.3.4|. Procedure details: This compound is synthesized analogously to example 1 from 4-(4-methoxy-benzofuran-3-ylmethoxy)-1H-indole-2-carboxylic acid, 122 (see example 94) and amine 50.